Dataset: the Open Reaction Database (ORD), a public repository of structured organic reaction records. Task: describe an organic reaction: reactants, conditions, products, and yield The reactants are [BH4-].[Na+] (Sodium borohydride), ClC1=C(OC2=C(C=O)C=CC=C2)C=CC(=C1)Cl (2-(2,4-dichlorophenoxy)benzaldehyde), C(C)(=O)OCC (Ethyl acetate), aqueous solution, S(=O)(=O)(O)[O-].[Na+] (sodium hydrogensulphate). Run in C(C)(C)O (isopropanol), C(Cl)Cl (DCM). Reaction conditions: time 2 hour. The product is ClC1=C(OC2=C(C=CC=C2)CO)C=CC(=C1)Cl (1-[2-(2,4-dichlorophenoxy)phenyl]methanol). Yield: 72.7%. As a reaction SMILES: [BH4-].[Na+].[Cl:3][C:4]1[CH:18]=[C:17]([Cl:19])[CH:16]=[CH:15][C:5]=1[O:6][C:7]1[CH:14]=[CH:13][CH:12]=[CH:11][C:8]=1[CH:9]=[O:10].S([O-])(O)(=O)=O.[Na+].C(OCC)(=O)C>C(O)(C)C.C(Cl)Cl>[Cl:3][C:4]1[CH:18]=[C:17]([Cl:19])[CH:16]=[CH:15][C:5]=1[O:6][C:7]1[CH:14]=[CH:13][CH:12]=[CH:11][C:8]=1[CH2:9][OH:10] |f:0.1,3.4|. Reported procedure: Sodium borohydride (119 mg, 3.15 mmol) was added to a solution of 2-(2,4-dichlorophenoxy)benzaldehyde (600 mg, 2.25 mmol) in isopropanol (10 ml) and DCM (20 ml). The reaction mixture was stirred for 2 hours at room temperature. A 10% aqueous solution of sodium hydrogensulphate (200 ml) was added dropwise. Ethyl acetate (300 ml) was added successively. The phases were separated. The aqueous phase was extracted with ethyl acetate (100 ml). The combined organic layers were washed with a saturated a... Starting materials: acid chloride, ClC=1C=C(C=2C(=C(ON2)C2=CC=CC=C2)C1)CC(=O)O (5-chloro-3-phenyl-2,1-benzisoxazole-7-acetic acid), N1CCOCC1 (morpholine). The product is ClC=1C=C(C=2C(=C(ON2)C2=CC=CC=C2)C1)CC(=O)N1CCOCC1 (5-Chloro-7-[2-(4-morpholinyl)-2-oxoethyl]-3-phenyl-2,1-benzisoxazole). RXN SMILES: [Cl:1][C:2]1[CH:3]=[C:4]([CH2:17][C:18]([OH:20])=O)[C:5]2[C:6]([CH:16]=1)=[C:7]([C:10]1[CH:15]=[CH:14][CH:13]=[CH:12][CH:11]=1)[O:8][N:9]=2.[NH:21]1[CH2:26][CH2:25][O:24][CH2:23][CH2:22]1>>[Cl:1][C:2]1[CH:3]=[C:4]([CH2:17][C:18]([N:21]2[CH2:26][CH2:25][O:24][CH2:23][CH2:22]2)=[O:20])[C:5]2[C:6]([CH:16]=1)=[C:7]([C:10]1[CH:11]=[CH:12][CH:13]=[CH:14][CH:15]=1)[O:8][N:9]=2. Procedure details: The title compound is prepared by reacting the acid chloride of 5-chloro-3-phenyl-2,1-benzisoxazole-7-acetic acid with morpholine in an aprotic solvent and washing the reaction mixture with sodium bicarbonate solution. Reactants: CCOC(C)=O, COc1ccc(N2CC(NC(=O)OCc3ccccc3)CC2=O)cc1F. Product: COc1ccc(N2CC(N)CC2=O)cc1F. Reaction SMILES: [CH3:27][CH2:28][O:29][C:30]([CH3:31])=[O:32].[F:1][c:2]1[cH:3][c:4]([N:10]2[CH2:11][CH:12]([NH:16][C:17](=[O:18])[O:19][CH2:20][c:21]3[cH:22][cH:23][cH:24][cH:25][cH:26]3)[CH2:13][C:14]2=[O:15])[cH:5][cH:6][c:7]1[O:8][CH3:9]>>[F:1][c:2]1[cH:3][c:4]([N:10]2[CH2:11][CH:12]([NH2:16])[CH2:13][C:14]2=[O:15])[cH:5][cH:6][c:7]1[O:8][CH3:9]. Starting materials: O=C1Nc2cccc3c2C1(CCBr)CCC3, O=C([O-])[O-], COc1ccccc1N1CCNCC1, CCOC(C)=O, CN(C)C=O, [K+], [K+], O. The product is COc1ccccc1N1CCN(CCC23CCCc4cccc(c42)NC3=O)CC1. RXN SMILES: [Br:1][CH2:2][CH2:3][C:4]12[C:5](=[O:16])[NH:6][c:7]3[cH:8][cH:9][cH:10][c:11]([c:12]31)[CH2:13][CH2:14][CH2:15]2.[C:31](=[O:32])([O-:33])[O-:34].[CH3:17][O:18][c:19]1[c:20]([N:25]2[CH2:26][CH2:27][NH:28][CH2:29][CH2:30]2)[cH:21][cH:22][cH:23][cH:24]1.[CH3:37][CH2:38][O:39][C:40](=[O:41])[CH3:42].[CH3:43][N:44]([CH3:45])[CH:46]=[O:47].[K+:35].[K+:36].[OH2:48]>>[CH2:2]([CH2:3][C:4]12[C:5](=[O:16])[NH:6][c:7]3[cH:8][cH:9][cH:10][c:11]([c:12]31)[CH2:13][CH2:14][CH2:15]2)[N:28]1[CH2:27][CH2:26][N:25]([c:20]2[c:19]([O:18][CH3:17])[cH:24][cH:23][cH:22][cH:21]2)[CH2:30][CH2:29]1. The reactants are ClC1=C(C=C2C(C(=CN(C2=N1)C1CC1)C(=O)O)=O)F (7-chloro-1-cyclopropyl-6-fluoro-1,4-dihydro-4-oxo-1,8-naphthyridine-3-carboxylic acid), CNC1C2CNCC2CC=C1 (4-methylamino-1,3,3a,4,7,7a-hexahydro-isoindole). Run in C(C)#N (acetonitrile). The product is C1(CC1)N1C=C(C(C2=CC(=C(N=C12)N1CC2CC=CC(C2C1)NC)F)=O)C(=O)O (1-cyclopropyl-6-fluoro-1,4-dihydro-7-(4-methylamino-1,3,3a,4,7,7a-hexahydro-isoindol-2-yl)-4-oxo-1,8-naphthyridine-3-carboxylic acid). Yield: 100.4%. RXN SMILES: Cl[C:2]1[N:11]=[C:10]2[C:5]([C:6](=[O:18])[C:7]([C:15]([OH:17])=[O:16])=[CH:8][N:9]2[CH:12]2[CH2:14][CH2:13]2)=[CH:4][C:3]=1[F:19].[CH3:20][NH:21][CH:22]1[CH:30]=[CH:29][CH2:28][CH:27]2[CH:23]1[CH2:24][NH:25][CH2:26]2>C(#N)C>[CH:12]1([N:9]2[C:10]3[C:5](=[CH:4][C:3]([F:19])=[C:2]([N:25]4[CH2:24][CH:23]5[CH:27]([CH2:28][CH:29]=[CH:30][CH:22]5[NH:21][CH3:20])[CH2:26]4)[N:11]=3)[C:6](=[O:18])[C:7]([C:15]([OH:17])=[O:16])=[CH:8]2)[CH2:14][CH2:13]1. Procedure details: 282 mg (1 mmol) of 7-chloro-1-cyclopropyl-6-fluoro-1,4-dihydro-4-oxo-1,8-naphthyridine-3-carboxylic acid are stirred in 3 ml of acetonitrile with 310 mg (2 mmol) of 4-methylamino-1,3,3a,4,7,7a-hexahydro-isoindole at room temperature for 1 hour. The undissolved solid is filtered off with suction, washed with water and acetonitrile and dried at 120° C. under a high vacuum. 0.4 g of 1-cyclopropyl-6-fluoro-1,4-dihydro-7-(4-methylamino-1,3,3a,4,7,7a-hexahydro-isoindol-2-yl)-4-oxo-1,8-naphthyridine-3-...